Dataset: the Open Reaction Database (ORD), a public repository of structured organic reaction records. Task: describe an organic reaction: reactants, conditions, products, and yield The reactants are [BH-](OC(=O)C)(OC(=O)C)OC(=O)C.[Na+] (NaBH(OAc)3), ClC=1C=C2CCN(C(C2=CC1)=O)C=1C(=CC=NC1)C=O (5-(6-chloro-1-oxo-3,4-dihydro-1H-isoquinolin-2-yl)-pyridine-4-carbaldehyde), CN1CCNCC1 (1-methyl-piperazine), ice water. Solvent: C(Cl)Cl (DCM), CO (MeOH). Reaction conditions: time 8 hour. Product: ClC=1C=C2CCN(C(C2=CC1)=O)C=1C=NC=CC1CN1CCN(CC1)C (6-Chloro-2-[4-(4-methyl-piperazin-1-ylmethyl)-pyridin-3-yl]-3,4-dihydro-2H-isoquinolin-1-one). The yield is 19.4%. As a reaction SMILES: [BH-](OC(C)=O)(OC(C)=O)OC(C)=O.[Na+].[Cl:15][C:16]1[CH:17]=[C:18]2[C:23](=[CH:24][CH:25]=1)[C:22](=[O:26])[N:21]([C:27]1[C:28]([CH:33]=O)=[CH:29][CH:30]=[N:31][CH:32]=1)[CH2:20][CH2:19]2.[CH3:35][N:36]1[CH2:41][CH2:40][NH:39][CH2:38][CH2:37]1>C(Cl)Cl.CO>[Cl:15][C:16]1[CH:17]=[C:18]2[C:23](=[CH:24][CH:25]=1)[C:22](=[O:26])[N:21]([C:27]1[CH:32]=[N:31][CH:30]=[CH:29][C:28]=1[CH2:33][N:39]1[CH2:40][CH2:41][N:36]([CH3:35])[CH2:37][CH2:38]1)[CH2:20][CH2:19]2 |f:0.1|. Reported procedure: NaBH(OAc)3 (84 mg, 0.4 mmol) was added into a solution of 5-(6-chloro-1-oxo-3,4-dihydro-1H-isoquinolin-2-yl)-pyridine-4-carbaldehyde (28.6 mg, 0.1 mmol) and 1-methyl-piperazine (10 mg 0.1 mmol) in DCM and MeOH (10 mL, 1:1). The reaction mixture was stirred at RT overnight before it was poured into ice-water (10 mL) and extracted with EtOAc (2×10 mL). The organic layers were washed with brine, dried over anhy. MgSO4, filtered and concentrated in vacuo to give a crude product which was then purifi...